The task is: describe an organic reaction: reactants, conditions, products, and yield. This data is from the Open Reaction Database (ORD), a public repository of structured organic reaction records. The reactants are COC(CN(C(CCl)=O)C)OC (N-(2,2-Dimethoxyethyl)-N-methyl-2-chloroacetamide), CC(C(C)O)O (2,3-butanediol), C1(=CC=C(C=C1)S(=O)(=O)O)C (p-toluenesulfonic acid). Solvent: CO (methanol). Conditions: temperature 110 celsius. The product is CC1OC(OC1C)N(C(CCl)=O)C (N-(4,5-DIMETHYL-1,3-DIOXOLAN-2-YL)-N-METHYL-2-CHLOROACETAMIDE). Reaction SMILES: COC(OC)[CH2:4][N:5]([CH3:10])[C:6](=[O:9])[CH2:7][Cl:8].[CH3:13][CH:14]([OH:18])[CH:15]([OH:17])[CH3:16].C1(C)C=CC(S(O)(=O)=O)=CC=1>CO>[CH3:16][CH:15]1[CH:14]([CH3:13])[O:18][CH:4]([N:5]([CH3:10])[C:6](=[O:9])[CH2:7][Cl:8])[O:17]1. Reported procedure: N-(2,2-Dimethoxyethyl)-N-methyl-2-chloroacetamide (97.8 grams; 0.5 mole), 2,3-butanediol (45 grams) and 0.2 grams p-toluenesulfonic acid were charged into a glass reaction vessel fitted with a mechanical stirrer, thermometer, distilling head and condenser. The reaction mixture was heated at about 90° C. to 100° for a period of 5 hours. Little reaction occurred as shown by the absence of methanol distilled. The reaction mixture was then heated at about 110° C., for about 2 hours at atmospheric pr...